From a dataset of the Open Reaction Database (ORD), a public repository of structured organic reaction records. describe an organic reaction: reactants, conditions, products, and yield The reactants are II (iodine), C(C)OCC (diethyl ether), NC1=C(C#N)C=CC=C1 (2-aminobenzonitrile), Grignard reagent, C(C)OCC (diethyl ether), C1(CCC1)Br (cyclobutyl bromide), [Mg] (magnesium), C(C)OCC (diethyl ether). Procedure details: Over a period of 1 h a solution of cyclobutyl bromide (13 g, 0.1 mol) in diethyl ether (150 ml) was added dropwise to a slurry of magnesium turnings (2.5 g, 0.11 mol) and a crystal of iodine in diethyl ether (20 ml) at reflux. The mixture was stirred for a further hour whereupon the Grignard solution was cannulated into a pressure equalising dropping funnel, attached to a three-necked round-bottomed flask, which was under an atmosphere of nitrogen. A solution of 2-aminobenzonitrile (3.78 g, 32 m... Isolated yield 71.0%. RXN SMILES: [CH:1]1(Br)[CH2:4][CH2:3][CH2:2]1.[Mg].II.[NH2:9][C:10]1[CH:17]=[CH:16][CH:15]=[CH:14][C:11]=1[C:12]#N.C([O:20]CC)C>>[NH2:9][C:10]1[CH:17]=[CH:16][CH:15]=[CH:14][C:11]=1[C:12]([CH:1]1[CH2:4][CH2:3][CH2:2]1)=[O:20]. Product: NC1=C(C=CC=C1)C(=O)C1CCC1 (2-Aminophenyl cyclobutyl methanone).